From a dataset of the Open Reaction Database (ORD), a public repository of structured organic reaction records. describe an organic reaction: reactants, conditions, products, and yield Reactants: O=C(n1ccnc1)n1ccnc1, CC(C)(C)OO, C1CCOC1, O=C(O)c1ccc(C(=O)C2=CCC(=Cc3ccccc3)C=C2)cc1. Product: O=C(O)c1ccccc1. Reaction SMILES: [C:25]([n:26]1[cH:27][cH:28][n:29][cH:30]1)([n:31]1[cH:32][cH:33][n:34][cH:35]1)=[O:36].[C:37]([O:38][OH:39])([CH3:40])([CH3:41])[CH3:42].[CH2:43]1[O:44][CH2:45][CH2:46][CH2:47]1.[CH:1](=[C:2]1[CH:3]=[CH:4][C:5]([C:6](=[O:7])[c:14]2[cH:15][cH:16][c:17]([C:18](=[O:19])[OH:20])[cH:21][cH:22]2)=[CH:8][CH2:9]1)[c:10]1[cH:11][cH:12][cH:13][cH:23][cH:24]1>>[cH:14]1[cH:15][cH:16][c:17]([C:18](=[O:19])[OH:20])[cH:21][cH:22]1.